This data is from the Open Reaction Database (ORD), a public repository of structured organic reaction records. The task is: describe an organic reaction: reactants, conditions, products, and yield The reactants are CCNc1nc[nH]c2nc(C(C)C)nc1-2, CC#N, COc1ccc(CCl)cc1OC1CCCC1. Product: CCNc1ncn(Cc2ccc(OC)c(OC3CCCC3)c2)c2nc(C(C)C)nc1-2, Cl. Reaction SMILES: [CH2:1]([CH3:2])[NH:3][c:4]1[c:5]2[n:6][c:7]([CH:13]([CH3:14])[CH3:15])[n:8][c:9]-2[nH:10][cH:11][n:12]1.[CH3:32][C:33]#[N:34].[CH:16]1([O:21][c:22]2[cH:23][c:24]([CH2:25][Cl:26])[cH:27][cH:28][c:29]2[O:30][CH3:31])[CH2:17][CH2:18][CH2:19][CH2:20]1>>[CH2:1]([CH3:2])[NH:3][c:4]1[c:5]2[n:6][c:7]([CH:13]([CH3:14])[CH3:15])[n:8][c:9]-2[n:10]([CH2:25][c:24]2[cH:23][c:22]([O:21][CH:16]3[CH2:17][CH2:18][CH2:19][CH2:20]3)[c:29]([O:30][CH3:31])[cH:28][cH:27]2)[cH:11][n:12]1.[ClH:26].